Dataset: the Open Reaction Database (ORD), a public repository of structured organic reaction records. Task: describe an organic reaction: reactants, conditions, products, and yield Starting materials: FC1=C(C=CC=C1)C=1SC=CC1 (2-(2-Fluorophenyl)thiophene), BrC=1C=CC(=C(C=O)C1)F (5-bromo-2-fluorobenzaldehyde). The product is BrC=1C=CC(=C(C1)CC=1SC(=CC1)C1=C(C=CC=C1)F)F (5-Bromo-2-fluoro-1-(5-(2-fluorophenyl)-2-thienylmethyl)benzene). RXN SMILES: [F:1][C:2]1[CH:7]=[CH:6][CH:5]=[CH:4][C:3]=1[C:8]1[S:9][CH:10]=[CH:11][CH:12]=1.[Br:13][C:14]1[CH:15]=[CH:16][C:17]([F:22])=[C:18]([CH:21]=1)[CH:19]=O>>[Br:13][C:14]1[CH:15]=[CH:16][C:17]([F:22])=[C:18]([CH2:19][C:10]2[S:9][C:8]([C:3]3[CH:4]=[CH:5][CH:6]=[CH:7][C:2]=3[F:1])=[CH:12][CH:11]=2)[CH:21]=1. Procedure details: 2-(2-Fluorophenyl)thiophene obtained in Reference Example 66-(1) and 5-bromo-2-fluorobenzaldehyde were treated in a manner similar to Reference Example 7 to give the target compound. APCI-Mass m/Z 365/367 (M+H). The reagents and catalysts are [Ni] (Raney nickel). Product: CC1=CC=CC=2NC(=NC21)C2=CC=CC=1C(C3=CC=CC=C3C21)N (4-(4-methyl-1H-benzimidazol-2-yl)-9H-fluoren-9(R,S)-ylamine). Starting materials: CC1=CC=CC=2NC(=NC21)C2=CC=CC=1C(C3=CC=CC=C3C21)=NO (4-(4-methyl-1H-benzimidazol-2-yl)-9H-fluoren-9-one oxime). The yield is 70.5%. Solvent: C(C)O (ethanol), O1CCCC1 (tetrahydrofuran). RXN SMILES: [CH3:1][C:2]1[C:10]2[N:9]=[C:8]([C:11]3[C:23]4[C:22]5[C:17](=[CH:18][CH:19]=[CH:20][CH:21]=5)[C:16](=[N:24]O)[C:15]=4[CH:14]=[CH:13][CH:12]=3)[NH:7][C:6]=2[CH:5]=[CH:4][CH:3]=1>[Ni].C(O)C.O1CCCC1>[CH3:1][C:2]1[C:10]2[N:9]=[C:8]([C:11]3[C:23]4[C:22]5[C:17](=[CH:18][CH:19]=[CH:20][CH:21]=5)[CH:16]([NH2:24])[C:15]=4[CH:14]=[CH:13][CH:12]=3)[NH:7][C:6]=2[CH:5]=[CH:4][CH:3]=1. Procedure details: The procedure used in Example 6 is followed, but starting from 4 g of 4-(4-methyl-1H-benzimidazol-2-yl)-9H-fluoren-9-one oxime (Z,E), obtained in the previous stage, and 0.7 g of Raney nickel in 100 ml of ethanol and 100 ml of tetrahydrofuran for 10 hours at 60° C. under an initial hydrogen pressure of one bar. After filtration of the catalyst, and then purification by formation of a paste in diisopropyl ether, in this way we obtain 2.7 g of 4-(4-methyl-1H-benzimidazol-2-yl)-9H-fluoren-9(R,S)-yl... The reactants are FC=1C=C(CN)C=CC1 (m-fluorobenzylamine), C[O-].[Na+] (sodium methoxide), C(C)OC(C#N)OCC (diethoxyacetonitrile). The solvent is CO (MeOH), CO (MeOH). Yields the product C(C)OC(C(NCC1=CC(=CC=C1)F)=N)OCC (2,2-Diethoxy-N-(3-fluorobenzyl)acetimidamide). Yield: 108.1%. As a reaction SMILES: C[O-].[Na+].[CH2:4]([O:6][CH:7]([O:10][CH2:11][CH3:12])[C:8]#[N:9])[CH3:5].[F:13][C:14]1[CH:15]=[C:16]([CH:19]=[CH:20][CH:21]=1)[CH2:17][NH2:18]>CO>[CH2:4]([O:6][CH:7]([O:10][CH2:11][CH3:12])[C:8](=[NH:9])[NH:18][CH2:17][C:16]1[CH:19]=[CH:20][CH:21]=[C:14]([F:13])[CH:15]=1)[CH3:5] |f:0.1|. Procedure: A solution of sodium methoxide (23%, 4.1 mL, 16 mmol) in MeOH was added to a solution of diethoxyacetonitrile (22 g, 86 mmol) in MeOH (400 mL) with stirring. The solution was stirred at room temperature overnight. The solvent was distilled off under reduced pressure. The residue was dissolved in diethyl ethyl (200 mL) and washed with washed with brine (200 mL), dried over anhydrous Na2SO4, filtered and concentrated to dryness. The crude material was dissolved in MeOH (100 mL), and m-fluorobenzyl... The reactants are CN1C(NC2=C1C=CC(=C2)C#N)=O (1-methyl-2-oxo-2,3-dihydro-1H-benzimidazole-5-carbonitrile), Cl (HCl). Reagents/catalysts: [Pd] (Pd—C). Run in CCOC(=O)C (EtOAc), O (water), CO (MeOH). Reaction conditions: time 50 hour. Yields the product Cl.NCC1=CC2=C(N(C(N2)=O)C)C=C1 (5-(Aminomethyl)-1-methyl-1,3-dihydro-2H-benzimidazol-2-one, hydrochloride). Isolated yield 64.0%. As a reaction SMILES: [CH3:1][N:2]1[C:6]2[CH:7]=[CH:8][C:9]([C:11]#[N:12])=[CH:10][C:5]=2[NH:4][C:3]1=[O:13].[ClH:14]>CO.CCOC(C)=O.O.[Pd]>[ClH:14].[NH2:12][CH2:11][C:9]1[CH:8]=[CH:7][C:6]2[N:2]([CH3:1])[C:3](=[O:13])[NH:4][C:5]=2[CH:10]=1 |f:6.7|. Procedure details: The suspension of 1-methyl-2-oxo-2,3-dihydro-1H-benzimidazole-5-carbonitrile (1.84 g, 10.6 mmol) in MeOH (30 ml) and 38% HCl aqueous solution (5.0 ml) was treated with 10% Pd—C (500 mg) and the mixture was stirred for 50 hours at room temperature under hydrogen atmosphere (4.0 kgf/cm2). After the filtration to remove Pd—C, the filtrate was evaporated to give the crude residue, which was dissolved in EtOAc/38% HCl aqueous solution/water (30:1:30). After washing the aqueous phase with EtOAc, water... Starting materials: CCc1c(OCc2ccccc2)c(=O)ccn1CCOC(=O)C(C)C, CCO, CCOC(C)=O, CN(C)C=O. Yields the product CCc1c(O)c(=O)ccn1CCOC(=O)C(C)C. As a reaction SMILES: [CH2:1]([c:2]1[cH:3][cH:4][cH:5][cH:6][cH:7]1)[O:8][c:9]1[c:10]([CH2:24][CH3:25])[n:11]([CH2:16][CH2:17][O:18][C:19]([CH:20]([CH3:21])[CH3:22])=[O:23])[cH:12][cH:13][c:14]1=[O:15].[CH3:26][CH2:27][OH:28].[CH3:29][CH2:30][O:31][C:32]([CH3:33])=[O:34].[CH3:35][N:36]([CH3:37])[CH:38]=[O:39]>>[OH:8][c:9]1[c:10]([CH2:24][CH3:25])[n:11]([CH2:16][CH2:17][O:18][C:19]([CH:20]([CH3:21])[CH3:22])=[O:23])[cH:12][cH:13][c:14]1=[O:15]. Starting materials: solution, C=1(C(=CC=CC1)C(=O)Cl)C (o-toluoyl chloride), solution, NCC(C)O (1-amino-2-propanol). Run in C1(=CC=CC=C1)C (toluene), C1(=CC=CC=C1)C (toluene), C(C)N(CC)CC (triethylamine). Yields the product C=1(C(=CC=CC1)C(=O)NCC(C)O)C (1-(o-Toluoylamino)-2-propanol). The yield is 58.0%. As a reaction SMILES: [NH2:1][CH2:2][CH:3]([OH:5])[CH3:4].[C:6]1([CH3:15])[C:7]([C:12](Cl)=[O:13])=[CH:8][CH:9]=[CH:10][CH:11]=1>C1(C)C=CC=CC=1.C(N(CC)CC)C>[C:6]1([CH3:15])[C:7]([C:12]([NH:1][CH2:2][CH:3]([OH:5])[CH3:4])=[O:13])=[CH:8][CH:9]=[CH:10][CH:11]=1. Procedure details: To 100 ml of a solution of 5.83 g of 1-amino-2-propanol in toluene, 18.0 ml of triethylamine was added, and 10 ml of a solution of 10.00 g of o-toluoyl chloride in toluene was added dropwise slowly with stirring under ice-cooling. After 30-minute-stirring, the ice-bath was removed, and the mixture was stirred for additional 1 hour at room temperature. To the reaction solution was added water, and the mixture was extracted with ethyl acetate. The extract was washed with 10% hydrochloric acid, ice... Reactants: C1CCOC1, O=C(Nc1cccc(C(F)(F)F)c1)N1COc2cc(OCc3ccccc3)ccc21. Yields the product O=C(Nc1cccc(C(F)(F)F)c1)N1COc2cc(O)ccc21. As a reaction SMILES: [CH2:31]1[O:32][CH2:33][CH2:34][CH2:35]1.[F:1][C:2]([c:3]1[cH:4][c:5]([NH:9][C:10](=[O:11])[N:12]2[CH2:13][O:14][c:15]3[c:16]2[cH:17][cH:18][c:19]([O:21][CH2:22][c:23]2[cH:24][cH:25][cH:26][cH:27][cH:28]2)[cH:20]3)[cH:6][cH:7][cH:8]1)([F:29])[F:30]>>[F:1][C:2]([c:3]1[cH:4][c:5]([NH:9][C:10](=[O:11])[N:12]2[CH2:13][O:14][c:15]3[c:16]2[cH:17][cH:18][c:19]([OH:21])[cH:20]3)[cH:6][cH:7][cH:8]1)([F:29])[F:30]. Reactants: C(C)N(C1=CC=C(C(=O)C2=C(C(=O)O)C(=C(C(=C2Cl)Cl)Cl)Cl)C=C1)CC (2-(4-(diethylamino)benzoyl)-3,4,5,6-tetrachlorobenzoic acid), CN(C1=CC(=CC=C1)N(C)C)C (N,N,N',N'-tetramethyl-m-phenylenediamine), C(C)(=O)OC(C)=O (acetic anhydride). The solvent is CO (methanol), CO (methanol). Reaction conditions: temperature 90 celsius. Yields the product ClC1=C2COC(=O)C2=C(C(=C1Cl)Cl)Cl (4,5,6,7-tetrachlorophthalide). The yield is 103.0%. Reaction SMILES: C(N(CC)C1C=CC([C:8]([C:10]2[C:18]([Cl:19])=[C:17]([Cl:20])[C:16]([Cl:21])=[C:15]([Cl:22])[C:11]=2[C:12]([OH:14])=[O:13])=O)=CC=1)C.CN(C)C1C=CC=C(N(C)C)C=1.C(OC(=O)C)(=O)C>CO>[Cl:19][C:18]1[C:17]([Cl:20])=[C:16]([Cl:21])[C:15]([Cl:22])=[C:11]2[C:10]=1[CH2:8][O:13][C:12]2=[O:14]. Reported procedure: A mixture of 2-(4-(diethylamino)benzoyl)-3,4,5,6-tetrachlorobenzoic acid (8.70 g.), N,N,N',N'-tetramethyl-m-phenylenediamine (3.61 g.) and acetic anhydride (5 ml.) was heated (to 90° C.). Addition of methanol (10 ml.) and slurrying the resulting product with methanol afforded 3-(2,4-bis(dimethylamino)phenyl)-3-(4-diethylamino)phenyl)-4,5,6,7-tetrachlorophthalide (I: X = (CH3)2N, Y2 = H, Y4 = (CH3CH2)2N, Z4 = Z5 = Z6 = Z7 = Cl) (5.60 g., m.p. 206°-207.5° C.). Product: Nc1c([N+](=O)[O-])ccc(Oc2ccccc2)c1Cl. Reactants: Cc1ccccc1, O=[N+]([O-])c1ccc(Oc2ccccc2)c(Cl)c1Oc1ccccc1, N. As a reaction SMILES: [CH3:26][c:27]1[cH:28][cH:29][cH:30][cH:31][cH:32]1.[Cl:1][c:2]1[c:3]([O:18][c:19]2[cH:20][cH:21][cH:22][cH:23][cH:24]2)[cH:4][cH:5][c:6]([N+:15](=[O:16])[O-:17])[c:7]1[O:8][c:9]1[cH:10][cH:11][cH:12][cH:13][cH:14]1.[NH3:25]>>[Cl:1][c:2]1[c:3]([O:18][c:19]2[cH:20][cH:21][cH:22][cH:23][cH:24]2)[cH:4][cH:5][c:6]([N+:15](=[O:16])[O-:17])[c:7]1[NH2:25]. Reactants: C(C1=CC=CC=C1)OC(=O)NCC1=NN=C2N1C1=C(N(C(C2)=O)C2=CC=CC=C2)C=C(C=C1)Cl (1-[[(benzyloxycarbonyl)amino]-methyl]8-chloro-6-phenyl-4H-s-triazolo[4,3-a][1,5]benzodiazepin-5-one), Br (hydrogen bromide). The solvent is C(C)(=O)O (acetic acid). Yields the product NCC1=NN=C2N1C1=C(N(C(C2)=O)C2=CC=CC=C2)C=C(C=C1)Cl (1-(Aminomethyl)-8-chloro-6-phenyl-4H-s-triazolo[4,3-a][1,5]benzodiazepin-5-one). Reaction SMILES: C(OC([NH:11][CH2:12][C:13]1[N:17]2[C:18]3[CH:33]=[CH:32][C:31]([Cl:34])=[CH:30][C:19]=3[N:20]([C:24]3[CH:29]=[CH:28][CH:27]=[CH:26][CH:25]=3)[C:21](=[O:23])[CH2:22][C:16]2=[N:15][N:14]=1)=O)C1C=CC=CC=1.Br>C(O)(=O)C>[NH2:11][CH2:12][C:13]1[N:17]2[C:18]3[CH:33]=[CH:32][C:31]([Cl:34])=[CH:30][C:19]=3[N:20]([C:24]3[CH:29]=[CH:28][CH:27]=[CH:26][CH:25]=3)[C:21](=[O:23])[CH2:22][C:16]2=[N:15][N:14]=1. Reported procedure: 4.5 g of 1-[[(benzyloxycarbonyl)amino]-methyl]8-chloro-6-phenyl-4H-s-triazolo[4,3-a][1,5]benzodiazepin-5-one in 60 ml acetic acid saturated with hydrogen bromide is stirred at 20° for 1 hour. The reaction mixture is concentrated to one-half its original volume in vacuo and diluted with ether. The precipitate is filtered off, suspended in methylene chloride and shaken with excess 2 N aqueous sodium bicarbonate. The organic phase is separated, washed with water, dried and evaporated to give the ti...